Dataset: the Open Reaction Database (ORD), a public repository of structured organic reaction records. Task: describe an organic reaction: reactants, conditions, products, and yield Reactants: CCOP(=O)(CC#N)OCC, COCOc1ccc(C2CCC(=O)CC2)c(OCOC)c1, COCCOC, CCOCC, [H-], [Na+], O. Product: COCOc1ccc(C2CCC(=CC#N)CC2)c(OCOC)c1. RXN SMILES: [C:3](#[N:4])[CH2:5][P:6](=[O:7])([O:8][CH2:9][CH3:10])[O:11][CH2:12][CH3:13].[CH3:14][O:15][CH2:16][O:17][c:18]1[c:19]([CH:28]2[CH2:29][CH2:30][C:31](=[O:34])[CH2:32][CH2:33]2)[cH:20][cH:21][c:22]([O:24][CH2:25][O:26][CH3:27])[cH:23]1.[CH3:36][O:37][CH2:38][CH2:39][O:40][CH3:41].[CH3:42][CH2:43][O:44][CH2:45][CH3:46].[H-:1].[Na+:2].[OH2:35]>>[C:3](#[N:4])[CH:5]=[C:31]1[CH2:30][CH2:29][CH:28]([c:19]2[c:18]([O:17][CH2:16][O:15][CH3:14])[cH:23][c:22]([O:24][CH2:25][O:26][CH3:27])[cH:21][cH:20]2)[CH2:33][CH2:32]1. Starting materials: N#CC1=Cc2ccccc2Nc2ccccc21, Cc1ccccc1, O=C(Cl)Cl. The product is N#CC1=Cc2ccccc2N(C(=O)Cl)c2ccccc21. RXN SMILES: [C:1](#[N:2])[C:3]1=[CH:4][c:5]2[c:6]([cH:14][cH:15][cH:16][cH:17]2)[NH:7][c:8]2[c:9]1[cH:10][cH:11][cH:12][cH:13]2.[CH3:22][c:23]1[cH:24][cH:25][cH:26][cH:27][cH:28]1.[Cl:18][C:19]([Cl:20])=[O:21]>>[C:1](#[N:2])[C:3]1=[CH:4][c:5]2[c:6]([cH:14][cH:15][cH:16][cH:17]2)[N:7]([C:19]([Cl:18])=[O:21])[c:8]2[c:9]1[cH:10][cH:11][cH:12][cH:13]2. Starting materials: C1CC(=O)N(C1=O)Br (n-bromosuccinimide), CC=1C2=C(SC1)C=CC=C2 (3-Methylbenzo[b]thiophene), N(=NC(C#N)(C)C)C(C#N)(C)C (2,2′Azobisisobutyronitrile). The solvent is C(Cl)(Cl)(Cl)Cl (carbon tetrachloride). Yields the product BrCC=1C2=C(SC1)C=CC=C2 (3-Bromomethylbenzo[b]thiophene). Isolated yield 42.2%. Reaction SMILES: [CH3:1][C:2]1[C:3]2[CH:10]=[CH:9][CH:8]=[CH:7][C:4]=2[S:5][CH:6]=1.C1C(=O)N([Br:18])C(=O)C1.N(C(C)(C)C#N)=NC(C)(C)C#N>C(Cl)(Cl)(Cl)Cl>[Br:18][CH2:1][C:2]1[C:3]2[CH:10]=[CH:9][CH:8]=[CH:7][C:4]=2[S:5][CH:6]=1. Procedure: 3-Methylbenzo[b]thiophene (9.9 g, 67 mmol) is heated in carbon tetrachloride (133 ml ) to near reflux in the presence of n-bromosuccinimide (11.9 g, 67 mmol, 1.0 eq.). 2,2′Azobisisobutyronitrile (2.2 g, 13.3 mmol, 0.2 eq.) is added and the resulting mixture is refluxed for two hours. After cooling, the reaction mixture is filtered through a glass-fritted funnel, and the filtrate is concentrated. The residue is triturated with petroleum ether and toluene to afford 6.42 g of 3-Bromomethylbenzo[b]t... Reactants: C(C1=CC=CC=C1)OC(=O)N1CCC(CC1)C=1OC(=NN1)C (1-benzyloxycarbonyl-4-(5-methyl-1,3,4-oxadiazol-2-yl)piperidine), [H][H] (hydrogen). The reagents and catalysts are [Pd] (palladium on carbon). Run in C(C)O (ethanol). Product: CC1=NN=C(O1)C1CCNCC1 (4-(5-Methyl-1,3,4-oxadiazol-2-yl)piperidine). Yield: 981.2%. RXN SMILES: C(OC([N:11]1[CH2:16][CH2:15][CH:14]([C:17]2[O:18][C:19]([CH3:22])=[N:20][N:21]=2)[CH2:13][CH2:12]1)=O)C1C=CC=CC=1.[H][H]>C(O)C.[Pd]>[CH3:22][C:19]1[O:18][C:17]([CH:14]2[CH2:15][CH2:16][NH:11][CH2:12][CH2:13]2)=[N:21][N:20]=1. Procedure: A solution of 1-benzyloxycarbonyl-4-(5-methyl-1,3,4-oxadiazol-2-yl)piperidine (0.18 g) in ethanol (5 mL) was hydrogenated over 10% palladium on carbon (0.050 g) at a hydrogen pressure of 1 bar for 2 hours. The catalyst was then removed by filtration through diatomaceous earth, the filter cake was washed with ethanol and the solvent evaporated to afford the piperidine as a white crystalline solid (0.98 g); mp 64°-66° C.; NMR (CDCl3): 3.17 (m, 2), 2.98 (m, 1), 2.75 (dr,2, J=2.6, 12.0), 2.51 (s, 3)... Reaction conditions: time 3 hour. Reactants: [N+](=O)([O-])C1=CC=C(C=C1)C(C)NC(OC(C)(C)C)=O (tert-butyl (1-(4-nitrophenyl)ethyl)carbamate). Solvent: CCOC(=O)C (EtOAc). The reagents and catalysts are [Pd] (Pd/C). Yields the product NC1=CC=C(C=C1)C(C)NC(OC(C)(C)C)=O (tert-Butyl (1-(4-aminophenyl)ethyl)carbamate), oil. Procedure details: A suspension of 10% Pd/C (1.25 g) and tert-butyl (1-(4-nitrophenyl)ethyl)carbamate (A130) (3.78 g, 14.2 mmol) in EtOAc (50 mL) was stirred under a hydrogen atmosphere for 3 hours. The resulting solution was filtered through a pad of Celite, washing with EtOAc, then the filtrate was concentrated in vacuo to give the title compound A131 as a viscous oil (3.01 g, 89%); 1H NMR (300 MHz, CDCl3) δ 7.11 (d, J=8.1 Hz, 2H), 6.70 (d, J=8.0 Hz, 2H), 4.70 (brs, 2H), 1.44 (m, 14H). LCMS-B: 4.444 min; m/z 237... As a reaction SMILES: [N+:1]([C:4]1[CH:9]=[CH:8][C:7]([CH:10]([NH:12][C:13](=[O:19])[O:14][C:15]([CH3:18])([CH3:17])[CH3:16])[CH3:11])=[CH:6][CH:5]=1)([O-])=O>CCOC(C)=O.[Pd]>[NH2:1][C:4]1[CH:9]=[CH:8][C:7]([CH:10]([NH:12][C:13](=[O:19])[O:14][C:15]([CH3:18])([CH3:17])[CH3:16])[CH3:11])=[CH:6][CH:5]=1. The yield is 89.0%.